This data is from the Open Reaction Database (ORD), a public repository of structured organic reaction records. The task is: describe an organic reaction: reactants, conditions, products, and yield Reactants: CO, COc1cc([N+](=O)[O-])ccc1F, [H][H]. The product is COc1cc(N)ccc1F. As a reaction SMILES: [CH3:15][OH:16].[F:1][c:2]1[c:3]([O:11][CH3:12])[cH:4][c:5]([N+:8]([O-:9])=[O:10])[cH:6][cH:7]1.[H:13][H:14]>>[F:1][c:2]1[c:3]([O:11][CH3:12])[cH:4][c:5]([NH2:8])[cH:6][cH:7]1. Starting materials: [OH-].[Na+] (sodium hydroxide), C(C1=CC=CC=C1)N1CC(CC1)CC1=CNC2=CC=C(C=C12)C#N (3-[(1-Benzylpyrrolidin-3-yl)methyl]-5-cyanoindole), polyphosphoric acid, water ice. Yields the product C(C1=CC=CC=C1)N1CC(CC1)CC1=CNC2=CC=C(C=C12)C(=O)N (3-[(1-Benzylpyrrolidin-3-yl)methyl]-5-aminocarbonylindole). Reaction SMILES: [CH2:1]([N:8]1[CH2:12][CH2:11][CH:10]([CH2:13][C:14]2[C:22]3[C:17](=[CH:18][CH:19]=[C:20]([C:23]#[N:24])[CH:21]=3)[NH:16][CH:15]=2)[CH2:9]1)[C:2]1[CH:7]=[CH:6][CH:5]=[CH:4][CH:3]=1.[OH-:25].[Na+]>>[CH2:1]([N:8]1[CH2:12][CH2:11][CH:10]([CH2:13][C:14]2[C:22]3[C:17](=[CH:18][CH:19]=[C:20]([C:23]([NH2:24])=[O:25])[CH:21]=3)[NH:16][CH:15]=2)[CH2:9]1)[C:2]1[CH:7]=[CH:6][CH:5]=[CH:4][CH:3]=1 |f:1.2|. Reported procedure: 0.47 mmol of the compound obtained in Example 14 and 1 g of polyphosphoric acid are heated at 85° C. for 90 minutes. The combined mixture is then hydrolyzed with a water/ice mixture and the pH of this solution brought to 11-12 using concentrated sodium hydroxide solution. After extraction with a chloroform/methanol (80/15) mixture, drying and evaporation, the expected product is purified by chromatography on a silica column, using a THF/hexane/methanol/aqueous ammonia (80/18/2/0.2) mixture as so... Conditions: temperature 60 celsius, time 8 hour. Procedure details: 10,11-Dihydro-5H-dibenzo[a,d]cycloheptene-10-methylamine, γmaxCHCl3 3390, 3300 cm-1, (52.3g, 0.234 mole), is combined with δ-valerolactone (35g, 0.35 mole). The mixture is heated for 2 hr. at 150° C (oil bath temperature). After partial cooling, ethanol (250 ml) is added followed by a solution of potassium carbonate (50 g, 0.36 mole) in water (150 ml). The two-phase mixture is stirred at 60° C overnight. The ethanol is removed under reduced pressure and the residual mixture extracted with chloro... The product is C1=CC=CC=2CC3=C(C(CC21)CNC(CCCCO)=O)C=CC=C3 (N-[(10,11-dihydro-5H-dibenzo[a,d]cyclohepten-10-yl)methyl]-5-hydroxyvaleramide). Solvent: O (water). RXN SMILES: [CH:1]1[C:11]2[CH2:10][CH:9]([CH2:12][NH2:13])[C:8]3[CH:14]=[CH:15][CH:16]=[CH:17][C:7]=3[CH2:6][C:5]=2[CH:4]=[CH:3][CH:2]=1.[C:18]1(=[O:24])[O:23][CH2:22][CH2:21][CH2:20][CH2:19]1.C(O)C.C(=O)([O-])[O-].[K+].[K+]>O>[CH:1]1[C:11]2[CH2:10][CH:9]([CH2:12][NH:13][C:22](=[O:23])[CH2:21][CH2:20][CH2:19][CH2:18][OH:24])[C:8]3[CH:14]=[CH:15][CH:16]=[CH:17][C:7]=3[CH2:6][C:5]=2[CH:4]=[CH:3][CH:2]=1 |f:3.4.5|. Reactants: C1=CC=CC=2CC3=C(C(CC21)CN)C=CC=C3 (10,11-Dihydro-5H-dibenzo[a,d]cycloheptene-10-methylamine), C([O-])([O-])=O.[K+].[K+] (potassium carbonate), C1(CCCCO1)=O (δ-valerolactone), C(C)O (ethanol). Reactants: C(C)(C)OC(NCC1=CC(=CC=C1)NCCN1CCOCC1)=O ([3-(2-morpholin-4-yl-ethylamino)-benzyl]-carbamic acid isopropyl ester), Cl (hydrochloric acid). Solvent: CO (methanol). Run at time 8 hour. Product: Cl.NCC=1C=C(C=CC1)NCCN1CCOCC1 ((3-aminomethyl-phenyl)-(2-morpholin-4-yl-ethyl)-amine hydrochloride). Reaction SMILES: C(OC(=O)[NH:6][CH2:7][C:8]1[CH:13]=[CH:12][CH:11]=[C:10]([NH:14][CH2:15][CH2:16][N:17]2[CH2:22][CH2:21][O:20][CH2:19][CH2:18]2)[CH:9]=1)(C)C.[ClH:24]>CO>[ClH:24].[NH2:6][CH2:7][C:8]1[CH:9]=[C:10]([NH:14][CH2:15][CH2:16][N:17]2[CH2:22][CH2:21][O:20][CH2:19][CH2:18]2)[CH:11]=[CH:12][CH:13]=1 |f:3.4|. Procedure: A mixture of [3-(2-morpholin-4-yl-ethylamino)-benzyl]-carbamic acid isopropyl ester (200 mg, 0.596 mmol), methanol (4 mL) and 4.89N isopropanolic hydrochloric acid (2.4 mL) was stirred at room temperature overnight. The reaction was concentrated and dried to yield (3-aminomethyl-phenyl)-(2-morpholin-4-yl-ethyl)-amine hydrochloride (212 mg) as an orange solid. m/z (M+1) 236.04. Reported procedure: The title compound was prepared by reacting the compound of Example 104 with 2-(N,N-diisopropylamino)ethyl chloride essentially as previously described. mp 184° C., MS 585, NMR, IR. The reactants are FC(C1=C(CN2C(=NC3=C2C=C(C=C3)O)C3=CC(=C(C(=C3)OC)OC)OC)C=CC=C1)(F)F (1-(2-trifluoromethylbenzyl)-2-(3,4,5-trimethoxyphenyl)-6-hydroxybenzimidazole), C(C)(C)N(C(C)C)CCCl (2-(N,N-diisopropylamino)ethyl chloride). The product is FC(C1=C(CN2C(=NC3=C2C=C(C=C3)OCCN(C(C)C)C(C)C)C3=CC(=C(C(=C3)OC)OC)OC)C=CC=C1)(F)F (1-(2-trifluoromethylbenzyl)-2-(3,4,5-trimethoxyphenyl)-6-[2-(N,N-diisopropylamino)ethoxy]-benzimidazole). As a reaction SMILES: [F:1][C:2]([F:33])([F:32])[C:3]1[CH:31]=[CH:30][CH:29]=[CH:28][C:4]=1[CH2:5][N:6]1[C:10]2[CH:11]=[C:12]([OH:15])[CH:13]=[CH:14][C:9]=2[N:8]=[C:7]1[C:16]1[CH:21]=[C:20]([O:22][CH3:23])[C:19]([O:24][CH3:25])=[C:18]([O:26][CH3:27])[CH:17]=1.[CH:34]([N:37]([CH2:41][CH2:42]Cl)[CH:38]([CH3:40])[CH3:39])([CH3:36])[CH3:35]>>[F:33][C:2]([F:1])([F:32])[C:3]1[CH:31]=[CH:30][CH:29]=[CH:28][C:4]=1[CH2:5][N:6]1[C:10]2[CH:11]=[C:12]([O:15][CH2:42][CH2:41][N:37]([CH:38]([CH3:40])[CH3:39])[CH:34]([CH3:36])[CH3:35])[CH:13]=[CH:14][C:9]=2[N:8]=[C:7]1[C:16]1[CH:17]=[C:18]([O:26][CH3:27])[C:19]([O:24][CH3:25])=[C:20]([O:22][CH3:23])[CH:21]=1. Reactants: FC1=CC=C(C=C1)N(C(=O)OC[C@@]1(CC2=CC=CC(=C2CC1)O)O)C1=CC=C(C=C1)F ((2R)-2-{[N,N-di(4-fluorophenyl)-carbamoyloxy]methyl}-2,5-dihydroxy-1,2,3,4-tetrahydro-naphthalene), C(=O)([O-])[O-].[K+].[K+] (K2CO3), BrCC(=O)OCC (ethyl bromoacetate). The solvent is CN(C)C=O (DMF). Conditions: time 16 hour. Yields the product FC1=CC=C(C=C1)N(C(=O)OC[C@@]1(CC2=CC=CC(=C2CC1)OCC(=O)OCC)O)C1=CC=C(C=C1)F ((2R)-2-{[N,N-di(4-flurophenyl)carbamoyloxy]methyl}-5-[(ethoxycarbonyl)methoxy]-2-hydroxy-1,2,3,4-tetrahydronaphthalene). RXN SMILES: [F:1][C:2]1[CH:7]=[CH:6][C:5]([N:8]([C:25]2[CH:30]=[CH:29][C:28]([F:31])=[CH:27][CH:26]=2)[C:9]([O:11][CH2:12][C@@:13]2([OH:24])[CH2:22][CH2:21][C:20]3[C:15](=[CH:16][CH:17]=[CH:18][C:19]=3[OH:23])[CH2:14]2)=[O:10])=[CH:4][CH:3]=1.C([O-])([O-])=O.[K+].[K+].Br[CH2:39][C:40]([O:42][CH2:43][CH3:44])=[O:41]>CN(C=O)C>[F:1][C:2]1[CH:3]=[CH:4][C:5]([N:8]([C:25]2[CH:26]=[CH:27][C:28]([F:31])=[CH:29][CH:30]=2)[C:9]([O:11][CH2:12][C@@:13]2([OH:24])[CH2:22][CH2:21][C:20]3[C:15](=[CH:16][CH:17]=[CH:18][C:19]=3[O:23][CH2:39][C:40]([O:42][CH2:43][CH3:44])=[O:41])[CH2:14]2)=[O:10])=[CH:6][CH:7]=1 |f:1.2.3|. Reported procedure: To a mixture of (2R)-2-{[N,N-di(4-fluorophenyl)-carbamoyloxy]methyl}-2,5-dihydroxy-1,2,3,4-tetrahydro-naphthalene (0.18 g) and powder K2CO3 in dry DMF (1.8 ml) was added ethyl bromoacetate (0.047 ml) at room temperature. After stirring for 16 hours, the reaction mixture was partitioned between AcOEt and water. The organic layer was washed with water, brine, dried over MgSO4 and evaporated in vacuo. The residue was crystallized from n-hexane to give (2R)-2-{[N,N-di(4-flurophenyl)carbamoyloxy]meth...